From a dataset of the Open Reaction Database (ORD), a public repository of structured organic reaction records. describe an organic reaction: reactants, conditions, products, and yield Reactants: OCC1C(C(NC1)=O)(C1=CC=CC=C1)C1=CC=CC=C1 (4-(hydroxymethyl)-3,3-diphenyl-2-pyrrolidinone), S(=O)(Cl)Cl (thionyl chloride), N1=CC=CC=C1 (pyridine). Solvent: C(Cl)(Cl)Cl (chloroform). Product: ClCC1C(C(NC1)=O)(C1=CC=CC=C1)C1=CC=CC=C1 (4-(Chloromethyl)-3,3-diphenyl-2-pyrrolidinone). RXN SMILES: O[CH2:2][CH:3]1[CH2:7][NH:6][C:5](=[O:8])[C:4]1([C:15]1[CH:20]=[CH:19][CH:18]=[CH:17][CH:16]=1)[C:9]1[CH:14]=[CH:13][CH:12]=[CH:11][CH:10]=1.S(Cl)([Cl:23])=O.N1C=CC=CC=1>C(Cl)(Cl)Cl>[Cl:23][CH2:2][CH:3]1[CH2:7][NH:6][C:5](=[O:8])[C:4]1([C:15]1[CH:20]=[CH:19][CH:18]=[CH:17][CH:16]=1)[C:9]1[CH:14]=[CH:13][CH:12]=[CH:11][CH:10]=1. Procedure: To 30.0 g. (0.11 mole) of 4-(hydroxymethyl)-3,3-diphenyl-2-pyrrolidinone in 200 ml. of chloroform was added 25.0 g. (0.20 mole) of thionyl chloride. To this stirring solution was added dropwise with ice bath cooling 20.0 g. (0.26 mole) of dry pyridine maintaining room temperature. The solution was refluxed for 2.5 hours. Upon cooling, the chloroform solution was washed successively with dilute hydrochloric acid solution and dilute sodium hydroxide solution. The chloroform was dried, filtered and... Starting materials: CN1CCNCC1, Clc1nn2ccnc2c2c1CCCC2, O. RXN SMILES: [CH3:15][N:16]1[CH2:17][CH2:18][NH:19][CH2:20][CH2:21]1.[Cl:1][c:2]1[n:3][n:4]2[c:5]([c:6]3[c:11]1[CH2:10][CH2:9][CH2:8][CH2:7]3)[n:12][cH:13][cH:14]2.[OH2:22]>>[c:2]1([N:19]2[CH2:18][CH2:17][N:16]([CH3:15])[CH2:21][CH2:20]2)[n:3][n:4]2[c:5]([c:6]3[c:11]1[CH2:10][CH2:9][CH2:8][CH2:7]3)[n:12][cH:13][cH:14]2. Product: CN1CCN(c2nn3ccnc3c3c2CCCC3)CC1. Starting materials: CN1CCN(CC1)CC(=O)O (N-methyl piperazino acetic acid), ClC(COC(C(CC1=CC=C(C=C1)CO)SCCC1=CC=C(C=C1)F)=O)(Cl)Cl (2-[2-(4-fluoro-phenyl)-ethylsulfanyl]-3-(4-hydroxymethyl-phenyl)-propionic acid 2,2,2-trichloro-ethyl ester), example 7. Product: FC1=CC=C(C=C1)CCSC(C(=O)O)CC1=CC=C(C=C1)COC(CN1CCN(CC1)C)=O (2-[2-(4-Fluoro-phenyl)-ethylsulfanyl]-3-{4-[2-(4-methyl-piperazin-1-yl)-acetoxymethyl]-phenyl}-propionic acid). RXN SMILES: [CH3:1][N:2]1[CH2:7][CH2:6][N:5]([CH2:8][C:9]([OH:11])=[O:10])[CH2:4][CH2:3]1.ClC(Cl)(Cl)C[O:15][C:16](=[O:37])[CH:17]([S:27][CH2:28][CH2:29][C:30]1[CH:35]=[CH:34][C:33]([F:36])=[CH:32][CH:31]=1)[CH2:18][C:19]1[CH:24]=[CH:23][C:22]([CH2:25]O)=[CH:21][CH:20]=1>>[F:36][C:33]1[CH:34]=[CH:35][C:30]([CH2:29][CH2:28][S:27][CH:17]([CH2:18][C:19]2[CH:20]=[CH:21][C:22]([CH2:25][O:10][C:9](=[O:11])[CH2:8][N:5]3[CH2:4][CH2:3][N:2]([CH3:1])[CH2:7][CH2:6]3)=[CH:23][CH:24]=2)[C:16]([OH:37])=[O:15])=[CH:31][CH:32]=1. Procedure: The title compound was prepared starting from N-methyl piperazino acetic acid and 2-[2-(4-fluoro-phenyl)-ethylsulfanyl]-3-(4-hydroxymethyl-phenyl)-propionic acid 2,2,2-trichloro-ethyl ester in the same manner as described for example 7 (yield: 7.9 mg, 26%). 1H-NMR (300 MHz, CDCl3): δ 2.28-2.54 (m, 4H), 2.42 (s, 3H), 2.63-2.88 (m, 4H), 2.88-3.29 (m, 10H), 3.60-3.67 (m, 1H), 5.00-5.21 (m, 2H), 6.91-7.00 (m, 2H), 7.13-7.20 (m, 2H), 7.22-7.33 (m, 4H); Mass Spectrum: M+H+475. Reaction SMILES: [C:23]([CH3:24])([CH3:25])([CH3:26])[OH:27].[Cl:12][c:13]1[c:14]([C:20](=[O:21])[OH:22])[n:15][c:16]([Cl:19])[cH:17][cH:18]1.[Cl:34][CH2:35][Cl:36].[Mg+2:6].[Na+:28].[Na+:29].[O-:30][C:31](=[O:32])[O-:33].[O-:7][S:8](=[O:9])(=[O:10])[O-:11].[S:1](=[O:2])(=[O:3])([OH:4])[OH:5]>>[Cl:12][c:13]1[c:14]([C:20](=[O:21])[O:22][C:23]([CH3:24])([CH3:25])[CH3:26])[n:15][c:16]([Cl:19])[cH:17][cH:18]1. The reactants are CC(C)(C)O, O=C(O)c1nc(Cl)ccc1Cl, ClCCl, [Mg+2], [Na+], [Na+], O=C([O-])[O-], O=S(=O)([O-])[O-], O=S(=O)(O)O. Yields the product CC(C)(C)OC(=O)c1nc(Cl)ccc1Cl. The reactants are CCN(C(C)C)C(C)C, CS(=O)(=O)Cl, ClCCl, COc1cc2nnc(C(N)=O)c(Nc3ccc(C)cc3F)c2cc1C1CCNCC1, CN(C)C=O. Yields the product COc1cc2nnc(C(N)=O)c(Nc3ccc(C)cc3F)c2cc1C1CCN(S(C)(=O)=O)CC1. As a reaction SMILES: [CH2:31]([N:32]([CH:33]([CH3:34])[CH3:35])[CH:36]([CH3:37])[CH3:38])[CH3:39].[CH3:40][S:41]([Cl:42])(=[O:43])=[O:44].[Cl:45][CH2:46][Cl:47].[F:1][c:2]1[c:3]([NH:9][c:10]2[c:11]([C:28](=[O:29])[NH2:30])[n:12][n:13][c:14]3[cH:15][c:16]([O:26][CH3:27])[c:17]([CH:20]4[CH2:21][CH2:22][NH:23][CH2:24][CH2:25]4)[cH:18][c:19]23)[cH:4][cH:5][c:6]([CH3:8])[cH:7]1.[O:48]=[CH:49][N:50]([CH3:51])[CH3:52]>>[F:1][c:2]1[c:3]([NH:9][c:10]2[c:11]([C:28](=[O:29])[NH2:30])[n:12][n:13][c:14]3[cH:15][c:16]([O:26][CH3:27])[c:17]([CH:20]4[CH2:21][CH2:22][N:23]([S:41]([CH3:40])(=[O:43])=[O:44])[CH2:24][CH2:25]4)[cH:18][c:19]23)[cH:4][cH:5][c:6]([CH3:8])[cH:7]1. Reactants: N#N.C1=C(C=CC=2OC3=CC=CC=C3SC12)S(=O)(=O)N[C@@H](CCCNC(N)=N)C(=O)O (N2 (2-phenoxathiinylsulfonyl)-L-arginine), S(=O)(Cl)Cl (thionyl chloride), C(C)OCC (diethyl ether). Conditions: time 2 hour. The product is N#N.C1=C(C=CC=2OC3=CC=CC=C3SC12)S(=O)(=O)N[C@@H](CCCNC(N)=N)C(=O)Cl (N2 (2-phenoxathiinylsulfonyl)-L-arginyl chloride). As a reaction SMILES: [N:1]#[N:2].[CH:3]1[C:16]2[S:15][C:14]3[C:9](=[CH:10][CH:11]=[CH:12][CH:13]=3)[O:8][C:7]=2[CH:6]=[CH:5][C:4]=1[S:17]([NH:20][C@H:21]([C:29]([OH:31])=O)[CH2:22][CH2:23][CH2:24][NH:25][C:26](=[NH:28])[NH2:27])(=[O:19])=[O:18].C(OCC)C.S(Cl)([Cl:39])=O>>[N:1]#[N:2].[CH:3]1[C:16]2[S:15][C:14]3[C:9](=[CH:10][CH:11]=[CH:12][CH:13]=3)[O:8][C:7]=2[CH:6]=[CH:5][C:4]=1[S:17]([NH:20][C@H:21]([C:29]([Cl:39])=[O:31])[CH2:22][CH2:23][CH2:24][NH:25][C:26](=[NH:28])[NH2:27])(=[O:19])=[O:18] |f:0.1,4.5|. Procedure details: A suspension of 4.36 g of N2 -(2-phenoxathiinylsulfonyl)-L-arginine in 20 ml of thionyl chloride was stirred for 2 hours at room temperature. Addition of cold dry diethyl ether resulted in a precipitate which was collected by filtration and washed several times with dry diethyl ether to give N2 -(2-phenoxathiinylsulfonyl)-L-arginyl chloride. Starting materials: [OH-].[Na+] (NaOH), C(C)(C)N1CCC(CC1)C(=O)OCC (ethyl 1-isopropylpiperidine-4-carboxylate), Cl (HCl). The solvent is C(C)O (ethanol). Conditions: temperature 34 celsius. Product: C(C)(C)N1CCC(CC1)C(=O)O (1-Isopropylpiperidine-4-carboxylic Acid). The yield is 99.3%. Reaction SMILES: [CH:1]([N:4]1[CH2:9][CH2:8][CH:7]([C:10]([O:12]CC)=[O:11])[CH2:6][CH2:5]1)([CH3:3])[CH3:2].[OH-].[Na+].Cl>C(O)C>[CH:1]([N:4]1[CH2:5][CH2:6][CH:7]([C:10]([OH:12])=[O:11])[CH2:8][CH2:9]1)([CH3:3])[CH3:2] |f:1.2|. Procedure details: Crude ethyl 1-isopropylpiperidine-4-carboxylate (63.39 g, 318.0 mmol) was dissolved in ethanol (500 mL), and NaOH (25.3 g, 632 mmol) was added. The solution was heated to reflux for 15.75 h at which point it was allowed to cool to 34° C. A solution of ethanolic HCl (220 mL, 2.9 M solution) was added rapidly which caused a mild exotherm and immediate precipitation. The resulting NaCl was filtered using a fritted funnel, and the cloudy filtrate was refiltered through diatomaceous earth. The filtra... Reactants: O=C(CCl)c1cc(Br)ccc1O, CC(=O)[O-], CO, [Na+]. The product is O=C1COc2ccc(Br)cc21. Reaction SMILES: [Br:1][c:2]1[cH:3][cH:4][c:5]([OH:12])[c:6]([C:8]([CH2:9][Cl:10])=[O:11])[cH:7]1.[CH3:14][C:15](=[O:16])[O-:17].[CH3:18][OH:19].[Na+:13]>>[Br:1][c:2]1[cH:3][cH:4][c:5]2[c:6]([cH:7]1)[C:8](=[O:11])[CH2:9][O:12]2. Starting materials: C(C)(C)(C)OC(=O)NCCC=1C=C(C=C(C1)CC=1C=NC=CC1)CCC(=O)OCC (ethyl 3-[3-(2-t-butoxycarbonylaminoethyl)-5(3-pyridylmethyl)phenyl]propanoate), FC(C(=O)O)(F)F (trifluoroacetic acid), FC(C(=O)O)(F)F (trifluoroacetic acid). Solvent: ClCCl (dichloromethane). The product is NCCC=1C=C(C=C(C1)CC=1C=NC=CC1)CCC(=O)OCC (Ethyl 3-[3-(2-aminoethyl)-5-(3-pyridylmethyl)phenyl]propanoate). The yield is 72.1%. As a reaction SMILES: C(OC([NH:8][CH2:9][CH2:10][C:11]1[CH:12]=[C:13]([CH2:24][CH2:25][C:26]([O:28][CH2:29][CH3:30])=[O:27])[CH:14]=[C:15]([CH2:17][C:18]2[CH:19]=[N:20][CH:21]=[CH:22][CH:23]=2)[CH:16]=1)=O)(C)(C)C.FC(F)(F)C(O)=O>ClCCl>[NH2:8][CH2:9][CH2:10][C:11]1[CH:12]=[C:13]([CH2:24][CH2:25][C:26]([O:28][CH2:29][CH3:30])=[O:27])[CH:14]=[C:15]([CH2:17][C:18]2[CH:19]=[N:20][CH:21]=[CH:22][CH:23]=2)[CH:16]=1. Procedure details: A solution of ethyl 3-[3-(2-t-butoxycarbonylaminoethyl)-5(3-pyridylmethyl)phenyl]propanoate (Preparation 39; 4.10 g) and trifluoroacetic acid (4.1 ml) in dry dichloromethane (41 ml) was stirred for 6 hours, additional 4.1 ml portions of trifluoroacetic acid being added after 2 and 5 hours. The solution was evaporated under vacuum and the residue basified with aqueous sodium bicarbonate solution. The mixture was extracted several times with dichloromethane and the combined extracts were dried (Mg... The reactants are NC1=NC(=CC=C1C(=O)C1=C(C=CC=C1)OC)Cl ((2-Amino-6-chloro-pyridin-3-yl)-(2-methoxy-phenyl)-methanone), FC(C(=O)O)(F)F.CS(=O)(=O)N1CCC(CC1)N (1-methanesulfonyl-piperidin-4-ylamine; compound with trifluoro-acetic acid), C(C)(C)N(C(C)C)CC (N,N-diisopropylethylamine). The solvent is C(C)O (ethanol). Conditions: temperature 170 celsius. The product is NC1=NC(=CC=C1C(=O)C1=C(C=CC=C1)OC)NC1CCN(CC1)S(=O)(=O)C ([2-Amino-6-(1-methanesulfonyl-piperidin4-ylamino)-pyridin-3-yl]-(2-methoxy-phenyl)-methanone). Isolated yield 58.7%. Reaction SMILES: [NH2:1][C:2]1[C:7]([C:8]([C:10]2[CH:15]=[CH:14][CH:13]=[CH:12][C:11]=2[O:16][CH3:17])=[O:9])=[CH:6][CH:5]=[C:4](Cl)[N:3]=1.FC(F)(F)C(O)=O.[CH3:26][S:27]([N:30]1[CH2:35][CH2:34][CH:33]([NH2:36])[CH2:32][CH2:31]1)(=[O:29])=[O:28].C(N(CC)C(C)C)(C)C>C(O)C>[NH2:1][C:2]1[C:7]([C:8]([C:10]2[CH:15]=[CH:14][CH:13]=[CH:12][C:11]=2[O:16][CH3:17])=[O:9])=[CH:6][CH:5]=[C:4]([NH:36][CH:33]2[CH2:34][CH2:35][N:30]([S:27]([CH3:26])(=[O:29])=[O:28])[CH2:31][CH2:32]2)[N:3]=1 |f:1.2|. Reported procedure: A mixture of (2-Amino-6-chloro-pyridin-3-yl)-(2-methoxy-phenyl)-methanone (24.9 mg, 0.0948 mmol, Example 5), 1-methanesulfonyl-piperidin-4-ylamine (50.6 mg, 0.284 mmol, from Step A above), N,N-diisopropylethylamine (38mg, 0.294 mmol) and ethanol (2.7 mL) were heated at 160-180° C. in a sealed tube under microwave conditions for 0.5-4 hrs. The resulting reaction mixture was concentrated in vacuo and the residue was purified on silica gel with methylene chloride/methanol to give [2-Amino-6-(1-meth...